From a dataset of the Open Reaction Database (ORD), a public repository of structured organic reaction records. describe an organic reaction: reactants, conditions, products, and yield Reactants: CC(=O)SCC(C(=O)O)C(C)c1ccccc1, NC(COCc1ccccc1)C(=O)OCc1ccccc1. The product is CC(=O)SCC(C(=O)NC(COCc1ccccc1)C(=O)OCc1ccccc1)C(C)c1ccccc1. Reaction SMILES: [C:1]([CH3:2])(=[O:3])[S:4][CH2:5][CH:6]([C:7](=[O:8])[OH:9])[CH:10]([CH3:11])[c:12]1[cH:13][cH:14][cH:15][cH:16][cH:17]1.[CH2:18]([c:19]1[cH:20][cH:21][cH:22][cH:23][cH:24]1)[O:25][C:26]([CH:27]([NH2:28])[CH2:29][O:30][CH2:31][c:32]1[cH:33][cH:34][cH:35][cH:36][cH:37]1)=[O:38]>>[C:1]([CH3:2])(=[O:3])[S:4][CH2:5][CH:6]([C:7](=[O:9])[NH:28][CH:27]([C:26]([O:25][CH2:18][c:19]1[cH:20][cH:21][cH:22][cH:23][cH:24]1)=[O:38])[CH2:29][O:30][CH2:31][c:32]1[cH:33][cH:34][cH:35][cH:36][cH:37]1)[CH:10]([CH3:11])[c:12]1[cH:13][cH:14][cH:15][cH:16][cH:17]1. Reactants: COc1ccc(N)cc1, CC(=O)C(Cl)C(C)=O, Cl, O=N[O-], [Na+], O, c1ccncc1. The product is COc1ccc(NN=C(Cl)C(C)=O)cc1. RXN SMILES: [CH3:1][O:2][c:3]1[cH:4][cH:5][c:6]([NH2:9])[cH:7][cH:8]1.[Cl:14][CH:15]([C:16]([CH3:17])=[O:18])[C:19](=[O:20])[CH3:21].[ClH:22].[N:10]([O-:11])=[O:12].[Na+:13].[OH2:23].[cH:24]1[cH:25][cH:26][n:27][cH:28][cH:29]1>>[CH3:1][O:2][c:3]1[cH:4][cH:5][c:6]([NH:9][N:10]=[C:15]([Cl:14])[C:16]([CH3:17])=[O:18])[cH:7][cH:8]1. RXN SMILES: [CH3:1][CH:2]([CH2:3][NH:4][c:5]1[c:6]([N+:15]([O-:16])=[O:17])[cH:7][n:8][c:9]2[cH:10][cH:11][cH:12][n:13][c:14]12)[CH3:18].[CH3:21][CH2:22][O:23][C:24](=[O:25])[CH3:26].[H:19][H:20]>>[CH3:1][CH:2]([CH2:3][NH:4][c:5]1[c:6]([NH2:15])[cH:7][n:8][c:9]2[cH:10][cH:11][cH:12][n:13][c:14]12)[CH3:18]. Product: CC(C)CNc1c(N)cnc2cccnc12. Starting materials: CC(C)CNc1c([N+](=O)[O-])cnc2cccnc12, CCOC(C)=O, [H][H]. RXN SMILES: [CH3:1][c:2]1[cH:3][cH:4][c:5]([C:8]([OH:9])=[O:10])[cH:6][cH:7]1.[CH:33]1([N:34]=[C:35]=[N:36][CH:37]2[CH2:38][CH2:39][CH2:40][CH2:41][CH2:42]2)[CH2:43][CH2:44][CH2:45][CH2:46][CH2:47]1.[Cl:48][CH2:49][Cl:50].[N:11]([OH:12])=[C:13]1[C:14]2([CH3:15])[CH:16]([CH2:17][CH2:18]1)[CH:19]1[CH2:20][CH:21]=[C:22]3[CH2:23][CH:24]([OH:32])[CH2:25][CH2:26][C:27]3([CH3:28])[CH:29]1[CH2:30][CH2:31]2>>[CH3:1][c:2]1[cH:3][cH:4][c:5]([C:8]([O:9][CH:24]2[CH2:23][C:22]3=[CH:21][CH2:20][CH:19]4[CH:16]5[C:14]([CH3:15])([C:13](=[N:11][OH:12])[CH2:18][CH2:17]5)[CH2:31][CH2:30][CH:29]4[C:27]3([CH3:28])[CH2:26][CH2:25]2)=[O:10])[cH:6][cH:7]1. The reactants are Cc1ccc(C(=O)O)cc1, C(=NC1CCCCC1)=NC1CCCCC1, ClCCl, CC12CCC(O)CC1=CCC1C2CCC2(C)C(=NO)CCC12. Product: Cc1ccc(C(=O)OC2CCC3(C)C(=CCC4C3CCC3(C)C(=NO)CCC43)C2)cc1. Reactants: [Na+], [Na+], O=C([O-])[O-], O=P(Cl)(Cl)Cl, O=c1ncc2ccccc2[nH]1. Product: Clc1ncc2ccccc2n1. Reaction SMILES: [Na+:12].[Na+:13].[O-:14][C:15](=[O:16])[O-:17].[P:18]([Cl:19])([Cl:20])([Cl:21])=[O:22].[nH:1]1[c:2](=[O:11])[n:3][cH:4][c:5]2[cH:6][cH:7][cH:8][cH:9][c:10]12>>[n:1]1[c:2]([Cl:20])[n:3][cH:4][c:5]2[cH:6][cH:7][cH:8][cH:9][c:10]12. Reactants: O=C([O-])O, CC(C)=O, O=[N+]([O-])c1cc(F)ccc1C#Cc1cccnc1F, [K+], [Mg+2], O=[Mn](=O)(=O)[O-], O=N[O-], [Na+], [Na+], O=S(=O)([O-])[O-], O=[Mn]=O, O, O=S(=O)(O)O. Product: O=C(C(=O)c1cccnc1F)c1ccc(F)cc1[N+](=O)[O-]. RXN SMILES: [C:20]([O-:21])(=[O:22])[OH:23].[CH3:50][C:51](=[O:52])[CH3:53].[F:1][c:2]1[n:3][cH:4][cH:5][cH:6][c:7]1[C:8]#[C:9][c:10]1[c:11]([N+:17](=[O:18])[O-:19])[cH:12][c:13]([F:16])[cH:14][cH:15]1.[K+:36].[Mg+2:25].[Mn:31]([O-:32])(=[O:33])(=[O:34])=[O:35].[N:37]([O-:38])=[O:39].[Na+:24].[Na+:40].[O-:26][S:27](=[O:28])(=[O:29])[O-:30].[O:47]=[Mn:48]=[O:49].[OH2:46].[S:41](=[O:42])(=[O:43])([OH:44])[OH:45]>>[F:1][c:2]1[n:3][cH:4][cH:5][cH:6][c:7]1[C:8]([C:9]([c:10]1[c:11]([N+:17](=[O:18])[O-:19])[cH:12][c:13]([F:16])[cH:14][cH:15]1)=[O:21])=[O:46]. Reactants: O=C(O)c1cc(C(F)(F)F)cc(C(F)(F)F)c1, CC(C)(C)OC(=O)N1CCC(N)C(c2cc(Cl)cc(Cl)c2)C1. The product is CC(C)(C)OC(=O)N1CCC(NC(=O)c2cc(C(F)(F)F)cc(C(F)(F)F)c2)C(c2cc(Cl)cc(Cl)c2)C1. RXN SMILES: [F:23][C:24]([c:25]1[cH:26][c:27]([C:28](=[O:29])[OH:30])[cH:31][c:32]([C:34]([F:35])([F:36])[F:37])[cH:33]1)([F:38])[F:39].[NH2:1][CH:2]1[CH:3]([c:15]2[cH:16][c:17]([Cl:22])[cH:18][c:19]([Cl:21])[cH:20]2)[CH2:4][N:5]([C:8](=[O:9])[O:10][C:11]([CH3:12])([CH3:13])[CH3:14])[CH2:6][CH2:7]1>>[NH:1]([CH:2]1[CH:3]([c:15]2[cH:16][c:17]([Cl:22])[cH:18][c:19]([Cl:21])[cH:20]2)[CH2:4][N:5]([C:8](=[O:9])[O:10][C:11]([CH3:12])([CH3:13])[CH3:14])[CH2:6][CH2:7]1)[C:28]([c:27]1[cH:26][c:25]([C:24]([F:23])([F:38])[F:39])[cH:33][c:32]([C:34]([F:35])([F:36])[F:37])[cH:31]1)=[O:29]. Reactants: C[Si](C)(C)[N-][Si](C)(C)C.[Li+] (lithium bis(trimethylsilyl)amide), solution, N.CO (NH3 MeOH), COC1=CC=C(CN2N=CC=3C2=NC=NC3C=3C(=NC=CC3)F)C=C1 (1-(4-methoxybenzyl)-4-(2-fluoropyridin-3-yl)-1H-pyrazolo[3,4-d]pyrimidine), NC=1C(=CC=C2C(=NC=NC12)NC1=CC=C(C#N)C=C1)C (4-(8-amino-7-methylquinazolin-4-ylamino)benzonitrile). The solvent is C1CCOC1 (THF), CC(=O)O (AcOH), CO (MeOH), C1CCOC1 (THF). Reaction conditions: temperature 60 celsius, time 4 hour. Product: COC1=CC=C(CN2N=CC=3C2=NC=NC3C=3C(=NC=CC3)NC=3C(=CC=C2C(=NC=NC32)NC3=CC=C(C#N)C=C3)C)C=C1 (4-(8-(3-(1-(4-methoxybenzyl)-1H-pyrazolo[3,4-d]pyrimidin-4-yl)pyridin-2-ylamino)-7-methylquinazolin-4-ylamino)benzonitrile). RXN SMILES: [CH3:1][O:2][C:3]1[CH:25]=[CH:24][C:6]([CH2:7][N:8]2[C:12]3=[N:13][CH:14]=[N:15][C:16]([C:17]4[C:18](F)=[N:19][CH:20]=[CH:21][CH:22]=4)=[C:11]3[CH:10]=[N:9]2)=[CH:5][CH:4]=1.[NH2:26][C:27]1[C:28]([CH3:46])=[CH:29][CH:30]=[C:31]2[C:36]=1[N:35]=[CH:34][N:33]=[C:32]2[NH:37][C:38]1[CH:45]=[CH:44][C:41]([C:42]#[N:43])=[CH:40][CH:39]=1.C[Si]([N-][Si](C)(C)C)(C)C.[Li+].N.CO>C1COCC1.CC(O)=O.CO>[CH3:1][O:2][C:3]1[CH:25]=[CH:24][C:6]([CH2:7][N:8]2[C:12]3=[N:13][CH:14]=[N:15][C:16]([C:17]4[C:18]([NH:26][C:27]5[C:28]([CH3:46])=[CH:29][CH:30]=[C:31]6[C:36]=5[N:35]=[CH:34][N:33]=[C:32]6[NH:37][C:38]5[CH:45]=[CH:44][C:41]([C:42]#[N:43])=[CH:40][CH:39]=5)=[N:19][CH:20]=[CH:21][CH:22]=4)=[C:11]3[CH:10]=[N:9]2)=[CH:5][CH:4]=1 |f:2.3,4.5|. Procedure details: A mixture of 1-(4-methoxybenzyl)-4-(2-fluoropyridin-3-yl)-1H-pyrazolo[3,4-d]pyrimidine (150 mg, 447 mmol) and 4-(8-amino-7-methylquinazolin-4-ylamino)benzonitrile (135 mg, 492 mmol) in THF (3 ml) was sonicated until the solid became a fine powder. To this mixture was added lithium bis(trimethylsilyl)amide, 1.0 M solution in THF) (1476 μl, 1476 mmol) slowly. The mixture was stirred at it for 4 hr (LCMS: some SM) and then heated in a microwave synthesizer at 60° C. for 20 min The mixture was poure...